This data is from the Open Reaction Database (ORD), a public repository of structured organic reaction records. The task is: describe an organic reaction: reactants, conditions, products, and yield The reactants are ClC=1C=2N(C=CN1)C=CN2 (8-chloroimidazo[1,2-a]pyrazine), NC(=S)N (thiourea), C([O-])([O-])=O.[Na+].[Na+] (sodium carbonate). Solvent: [OH-].[Na+] (sodium hydroxide), C(C)O (ethanol). Conditions: temperature 0 celsius, time 3 hour. The product is SC=1C=2N(C=CN1)C=CN2 (8-mercaptoimidazo[1,2-a]pyrazine). As a reaction SMILES: Cl[C:2]1[C:3]2[N:4]([CH:8]=[CH:9][N:10]=2)[CH:5]=[CH:6][N:7]=1.NC(N)=[S:13].C(=O)([O-])[O-].[Na+].[Na+]>C(O)C.[OH-].[Na+]>[SH:13][C:2]1[C:3]2[N:4]([CH:8]=[CH:9][N:10]=2)[CH:5]=[CH:6][N:7]=1 |f:2.3.4,6.7|. Procedure details: To 3.10 g(0.02 mol) of 8-chloroimidazo[1,2-a]pyrazine in 70 ml of ethanol was added 1.52 g (0.02 mol) of thiourea and the mixture was refluxed. After 3 hours, the reaction mixture was cooled to 0° C. The thiouronium salt was collected by filtration, dried and suspended in 80 ml of water. To this was added 3.46 g (33 mmol) of sodium carbonate. The reaction mixture was stirred for 15 minutes and then diluted with 30 ml of 5% sodium hydroxide solution. The aqueous solution was washed with 50 ml of ...